Dataset: the Open Reaction Database (ORD), a public repository of structured organic reaction records. Task: describe an organic reaction: reactants, conditions, products, and yield Starting materials: C(CC)OC(=NNC(=O)OC)OCCC (methyl N′-dipropoxymethylenehydrazinecarboxylate), C(C1=CC=CC=C1)N (benzylamine). Solvent: CO (methanol). Run at time 5 hour. Yields the product C(C1=CC=CC=C1)N1C(NN=C1OCCC)=O (4-benzyl-5-propoxy-2,4-dihydro-1,2,4-triazol-3-one). Reaction SMILES: C(O[C:5]([O:12][CH2:13][CH2:14][CH3:15])=[N:6][NH:7][C:8]([O:10]C)=O)CC.[CH2:16]([NH2:23])[C:17]1[CH:22]=[CH:21][CH:20]=[CH:19][CH:18]=1>CO>[CH2:16]([N:23]1[C:5]([O:12][CH2:13][CH2:14][CH3:15])=[N:6][NH:7][C:8]1=[O:10])[C:17]1[CH:22]=[CH:21][CH:20]=[CH:19][CH:18]=1. Procedure details: In an autoclave, 2.04 g of methyl N′-dipropoxymethylenehydrazinecarboxylate (8.9 mmol) and 3.46 g of benzylamine (31.6 mmol) were initially charged in 25.8 g of methanol. After 5 hours at 110° C., the solvent was distilled off and the 4-methyl-5-propoxy-2,4-dihydro-1,2,4-triazol-3one was recrystallized from ethyl acetate. This gave 0.57 g (27%) of pure 4-benzyl-5-propoxy-2,4-dihydro-l,2,4-triazol-3-one. The reactants are BrC1=CC2=CC=C(C=C2C=C1)C(F)(F)F (2-Bromo-6-(trifluoromethyl)-naphthalene), resultant mixture, B1(OC(C(O1)(C)C)(C)C)B2OC(C(O2)(C)C)(C)C (bis(pinacolato)diboron), C(C)(=O)[O-].[K+] (potassium acetate). Reagents/catalysts: C1=CC=C(C=C1)P([C-]2C=CC=C2)C3=CC=CC=C3.C1=CC=C(C=C1)P([C-]2C=CC=C2)C3=CC=CC=C3.Cl[Pd]Cl.[Fe+2] (dichloro[1,1′-bis(diphenylphosphino)ferrocene]palladium). Solvent: CS(=O)C (methyl sulfoxide), C(C)(=O)OCC (ethyl acetate). Reaction conditions: temperature 60 celsius. Yields the product FC(C=1C=C2C=CC(=CC2=CC1)B(O)O)(F)F ([6-(trifluoromethyl)-2-naphthyl]boronic acid). RXN SMILES: Br[C:2]1[CH:11]=[CH:10][C:9]2[C:4](=[CH:5][CH:6]=[C:7]([C:12]([F:15])([F:14])[F:13])[CH:8]=2)[CH:3]=1.[B:16]1(B2OC(C)(C)C(C)(C)O2)[O:20]C(C)(C)C(C)(C)[O:17]1.C([O-])(=O)C.[K+]>CS(C)=O.C(OCC)(=O)C.C1C=CC(P(C2C=CC=CC=2)[C-]2C=CC=C2)=CC=1.C1C=CC(P(C2C=CC=CC=2)[C-]2C=CC=C2)=CC=1.Cl[Pd]Cl.[Fe+2]>[F:13][C:12]([F:15])([F:14])[C:7]1[CH:8]=[C:9]2[C:4](=[CH:5][CH:6]=1)[CH:3]=[C:2]([B:16]([OH:20])[OH:17])[CH:11]=[CH:10]2 |f:2.3,6.7.8.9|. Procedure details: 2-Bromo-6-(trifluoromethyl)-naphthalene (50 mg, 0.182 mmol), bis(pinacolato)diboron (92 mg, 0.362 mmol), and potassium acetate (53 mg, 0.540 mmol) were suspended in 2.5 mL of methyl sulfoxide. The mixture was de-oxygenated by four vacuum-nitrogen fill cycles, and dichloro[1,1′-bis(diphenylphosphino)ferrocene]palladium (II) dichloromethane adduct (3.7 mg, 0.0045 mmol) added, and the resultant mixture heated at 80° C. under a nitrogen atmosphere for 1 h. The mixture was cooled, diluted with ethyl ... Starting materials: COc1ccc(C(=O)OC(C(=O)O)(C(=O)c2ccc(OC)cc2)C(O)C(=O)O)cc1, CCOCCn1c(N2CCCN(CCC3(c4ccccc4)CCNC3)CC2)nc2ccccc21, COc1cc(C(=O)O)cc2c1OCCO2, Cl, OCCC1(c2ccccc2)CCNC1. The product is CCOCCn1c(N2CCCN(CCC3(c4ccccc4)CCN(C(=O)c4cc(OC)c5c(c4)OCCO5)C3)CC2)nc2ccccc21. RXN SMILES: [C:51]([O:52][C:53]([C:54](=[O:55])[c:56]1[cH:57][cH:58][c:59]([O:60][CH3:61])[cH:62][cH:63]1)([CH:64]([C:65]([OH:66])=[O:67])[OH:68])[C:69]([OH:70])=[O:71])(=[O:72])[c:73]1[cH:74][cH:75][c:76]([O:77][CH3:78])[cH:79][cH:80]1.[CH2:17]([CH3:18])[O:19][CH2:20][CH2:21][n:22]1[c:23]([N:31]2[CH2:32][CH2:33][N:34]([CH2:38][CH2:39][C:40]3([c:45]4[cH:46][cH:47][cH:48][cH:49][cH:50]4)[CH2:41][NH:42][CH2:43][CH2:44]3)[CH2:35][CH2:36][CH2:37]2)[n:24][c:25]2[c:26]1[cH:27][cH:28][cH:29][cH:30]2.[CH3:1][O:2][c:3]1[cH:4][c:5]([C:6](=[O:7])[OH:8])[cH:9][c:10]2[c:11]1[O:12][CH2:13][CH2:14][O:15]2.[ClH:16].[c:81]1([C:82]2([CH2:83][CH2:84][OH:85])[CH2:86][CH2:87][NH:88][CH2:89]2)[cH:90][cH:91][cH:92][cH:93][cH:94]1>>[CH3:1][O:2][c:3]1[cH:4][c:5]([C:6](=[O:8])[N:42]2[CH2:41][C:40]([CH2:39][CH2:38][N:34]3[CH2:33][CH2:32][N:31]([c:23]4[n:22]([CH2:21][CH2:20][O:19][CH2:17][CH3:18])[c:26]5[c:25]([n:24]4)[cH:30][cH:29][cH:28][cH:27]5)[CH2:37][CH2:36][CH2:35]3)([c:45]3[cH:46][cH:47][cH:48][cH:49][cH:50]3)[CH2:44][CH2:43]2)[cH:9][c:10]2[c:11]1[O:12][CH2:13][CH2:14][O:15]2. Starting materials: I.ICCCCCCCCCCCCN (12-iodododecylamine hydroiodide), C(C)N1CCN(CC1)C1=CC=C(C=N1)C(=O)[O-].[Na+] (sodium 6-(4-ethyl-1-piperazinyl)-pyridine-3-carboxylate), C1(CCCCC1)N=C=NC1CCCCC1 (1,3-dicyclohexylcarbodiimide), ON1N=NC2=C1C=CC=C2 (1-hydroxybenzotriazole). The solvent is C(Cl)Cl (methylene chloride). Conditions: time 3 hour. Product: ICCCCCCCCCCCCNC(=O)C=1C=NC(=CC1)N1CCN(CC1)CC (N-(12-Iodododecyl)-6-(4-ethyl-1-piperazinyl)pyridine-3-carboxamide). Yield: 82.8%. RXN SMILES: I.[I:2][CH2:3][CH2:4][CH2:5][CH2:6][CH2:7][CH2:8][CH2:9][CH2:10][CH2:11][CH2:12][CH2:13][CH2:14][NH2:15].[CH2:16]([N:18]1[CH2:23][CH2:22][N:21]([C:24]2[N:29]=[CH:28][C:27]([C:30]([O-])=[O:31])=[CH:26][CH:25]=2)[CH2:20][CH2:19]1)[CH3:17].[Na+].C1(N=C=NC2CCCCC2)CCCCC1.ON1C2C=CC=CC=2N=N1>C(Cl)Cl>[I:2][CH2:3][CH2:4][CH2:5][CH2:6][CH2:7][CH2:8][CH2:9][CH2:10][CH2:11][CH2:12][CH2:13][CH2:14][NH:15][C:30]([C:27]1[CH:28]=[N:29][C:24]([N:21]2[CH2:20][CH2:19][N:18]([CH2:16][CH3:17])[CH2:23][CH2:22]2)=[CH:25][CH:26]=1)=[O:31] |f:0.1,2.3|. Procedure details: To 170 mg of 12-iodododecylamine hydroiodide were added 120 mg of sodium 6-(4-ethyl-1-piperazinyl)-pyridine-3-carboxylate, 10 ml of methylene chloride, 95 mg of 1,3-dicyclohexylcarbodiimide (DCC) and 12 mg of 1-hydroxybenzotriazole (HOBt) and the mixture was stirred at room temperature for 3 hours. Insolubles were filtered off and the filtrate was chromatographed over a silica gel column to afford 169.5 mg of the title compound. Starting materials: OO (hydrogen peroxide), product, Cl.Cl.ClC1=C(C(=CC(=C1)Cl)S(N(C)CCN(C)C)(=O)=O)OC(C(=O)OC1=C(C=C(C=C1S(N(C)CCN(C)C)(=O)=O)Cl)Cl)=O (bis{2,4-dichloro-6-[(2-dimethylaminoethyl)methylsulfamoyl]phenyl}oxalate dihydrochloride). Yields the product Cl.Cl.ClC=1C(C(C=CC1)(S(N(C)CCN(C)C)(=O)=O)Cl)OC(C(=O)OC1C(=CC=CC1(S(N(C)CCN(C)C)(=O)=O)Cl)Cl)=O (bis{2,6-dichloro-6-[(2-dimethylaminoethyl)methylsulfamoyl]phenyl}oxalate dihydrochloride). Reaction SMILES: OO.[ClH:3].[ClH:4].[Cl:5][C:6]1[CH:11]=[C:10](Cl)[CH:9]=[C:8]([S:13](=[O:22])(=[O:21])[N:14]([CH2:16][CH2:17][N:18]([CH3:20])[CH3:19])[CH3:15])[C:7]=1[O:23][C:24](=[O:46])[C:25]([O:27][C:28]1[C:33]([S:34](=[O:43])(=[O:42])[N:35]([CH2:37][CH2:38][N:39]([CH3:41])[CH3:40])[CH3:36])=[CH:32][C:31](Cl)=[CH:30][C:29]=1[Cl:45])=[O:26]>>[ClH:5].[ClH:3].[Cl:5][C:6]1[CH:7]([O:23][C:24](=[O:46])[C:25]([O:27][CH:28]2[C:33]([Cl:4])([S:34](=[O:42])(=[O:43])[N:35]([CH2:37][CH2:38][N:39]([CH3:41])[CH3:40])[CH3:36])[CH:32]=[CH:31][CH:30]=[C:29]2[Cl:45])=[O:26])[C:8]([Cl:3])([S:13](=[O:21])(=[O:22])[N:14]([CH2:16][CH2:17][N:18]([CH3:20])[CH3:19])[CH3:15])[CH:9]=[CH:10][CH:11]=1 |f:1.2.3,4.5.6|. Reported procedure: An aqueous solution of hydrogen peroxide (2.8 mls) is added to a cuvette containing 0.0178 gram of the product of Example 1, 0.0859 gram of bis{2,4-dichloro-6-[(2-dimethylaminoethyl)methylsulfamoyl]phenyl}oxalate dihydrochloride, and 0.0221 gram of DECERESOL® Surfactant NI Conc. The materials are mixed thoroughly at ambient temperature to provide an initial concentration of 0.04M for the bis{2,6-dichloro-6-[(2-dimethylaminoethyl)methylsulfamoyl]phenyl}oxalate dihydrochloride, and a concentration... Starting materials: O=C([O-])[O-], C1CCOC1, Cc1ccc(-c2c(C(=O)NCc3cc(C(F)(F)F)cc(C(F)(F)F)c3)n(CCCCl)c(=O)c3ncccc23)cc1, [H-], [K+], [K+], [Na+]. Yields the product Cc1ccc(-c2c3n(c(=O)c4ncccc24)CCCN(Cc2cc(C(F)(F)F)cc(C(F)(F)F)c2)C3=O)cc1. Reaction SMILES: [C:43](=[O:44])([O-:45])[O-:46].[CH2:49]1[O:50][CH2:51][CH2:52][CH2:53]1.[F:1][C:2]([c:3]1[cH:4][c:5]([CH2:6][NH:7][C:8](=[O:9])[c:10]2[c:11](-[c:25]3[cH:26][cH:27][c:28]([CH3:31])[cH:29][cH:30]3)[c:12]3[c:13]([n:14][cH:15][cH:16][cH:17]3)[c:18](=[O:24])[n:19]2[CH2:20][CH2:21][CH2:22][Cl:23])[cH:32][c:33]([C:35]([F:36])([F:37])[F:38])[cH:34]1)([F:39])[F:40].[H-:41].[K+:47].[K+:48].[Na+:42]>>[F:1][C:2]([c:3]1[cH:4][c:5]([CH2:6][N:7]2[C:8](=[O:9])[c:10]3[c:11](-[c:25]4[cH:26][cH:27][c:28]([CH3:31])[cH:29][cH:30]4)[c:12]4[c:13]([n:14][cH:15][cH:16][cH:17]4)[c:18](=[O:24])[n:19]3[CH2:20][CH2:21][CH2:22]2)[cH:32][c:33]([C:35]([F:36])([F:37])[F:38])[cH:34]1)([F:39])[F:40]. Starting materials: [N+](=[N-])=C[Si](C)(C)C ((diazomethyl)trimethylsilane), C1[C@@H]2CC3C[C@H]1CC3(C2)C(=O)Cl (3-noradamantanecarbonyl chloride). Run in CCOCC (Et2O), C(C)#N (acetonitrile), C1CCOC1 (THF), CCOC(=O)C (EtOAc). Reaction conditions: time 8 hour. The product is C1C2CC3CC1CC3(C2)C(=C[N+]#N)[O-] (3-noradamantyl diazomethyl ketone). The yield is 108.1%. As a reaction SMILES: [N+:1](=[CH:3][Si](C)(C)C)=[N-:2].[CH2:8]1[C@@H:13]2[CH2:14][C:15]3([C:17](Cl)=[O:18])[CH2:16][C@H:9]1[CH2:10][CH:11]3[CH2:12]2>CCOCC.C(#N)C.C1COCC1.CCOC(C)=O>[CH2:8]1[CH:9]2[CH2:16][C:15]3([C:17]([O-:18])=[CH:3][N+:1]#[N:2])[CH2:14][CH:13]1[CH2:12][CH:11]3[CH2:10]2. Procedure details: A solution of (diazomethyl)trimethylsilane (2.70 mL, 5.40 mmol) in Et2O was added to a solution of 3-noradamantanecarbonyl chloride (0.495 g, 2.68 mmol) in acetonitrile (4 mL) and THF (4 mL), stirred at room temperature overnight, diluted with EtOAc, washed with water and brine, dried (Na2SO4), filtered, and concentrated to give 551 mg of crude title compound as a yellow solid: MS (APCI+) M/Z 191 (M+H)+. The reactants are [Na] (Sodium), [Na] (sodium), C(C(=O)OCC)(=O)OCC (diethyl oxalate), CC1=C(C(=CC(=C1)C)C)C(CCC)=O (2',4',6'-trimethylbutyrophenone). Solvent: CCO (EtOH), CCO (EtOH). Conditions: temperature 50 celsius. The product is C(C)C(C(C(=O)OCC)=O)C(C1=C(C=C(C=C1C)C)C)=O (Ethyl 3-ethyl-2,4-dioxo-4-(2,4,6-trimethylphenyl)butanoate). Yield: 53.2%. Reaction SMILES: [Na].[C:2]([O:9][CH2:10][CH3:11])(=[O:8])[C:3]([O:5]CC)=O.[CH3:12][C:13]1[CH:18]=[C:17]([CH3:19])[CH:16]=[C:15]([CH3:20])[C:14]=1[C:21](=[O:25])[CH2:22][CH2:23][CH3:24]>CCO>[CH2:23]([CH:22]([C:21](=[O:25])[C:14]1[C:15]([CH3:20])=[CH:16][C:17]([CH3:19])=[CH:18][C:13]=1[CH3:12])[C:3](=[O:5])[C:2]([O:9][CH2:10][CH3:11])=[O:8])[CH3:24] |^1:0|. Procedure: Sodium (1.0 g, 42.1 mmol, spheres) was cautiously added to 25 mL of absolute EtOH with stirring. After the sodium had dissolved, diethyl oxalate (6.0 g, 42.1 mmol) was added dropwise to the resulting solution at 0° C., followed by addition of a solution of 2',4',6'-trimethylbutyrophenone (8 g, 42.1 mmol) in 5 mL of absolute EtOH. The reaction mixture was slowly warmed to 50° C. and stirred overnight. The solvent was then evaporated. The resulting residue was washed with hexane, diluted with wate... Starting materials: C(C)(=O)O[BH-](OC(C)=O)OC(C)=O.[Na+] (sodium triacetoxyborohydride), OCCC=1C=C(OCC=O)C=CC1 (2-(3-(2-Hydroxyethyl)phenoxy)acetaldehyde), FC(C(=O)O)(F)F.CC=1SC=C(N1)C(=O)N1CCOC2(C1)CCNCC2 ((2-Methylthiazol-4-yl)(1-oxa-4,9-diazaspiro[5.5]undecan-4-yl)methanone trifluoroacetate), C(C)(=O)O (acetic acid), ice. The solvent is ice water, CO (methanol). Reaction conditions: time 30 minute. Yields the product OCCC=1C=C(OCCN2CCC3(CN(CCO3)C(=O)C=3N=C(SC3)C)CC2)C=CC1 ((9-(2-(3-(2-Hydroxyethyl)phenoxy)ethyl)-1-oxa-4,9-diazaspiro[5.5]undecan-4-yl)(2-methylthiazol-4-yl)methanone). As a reaction SMILES: [OH:1][CH2:2][CH2:3][C:4]1[CH:5]=[C:6]([CH:11]=[CH:12][CH:13]=1)[O:7][CH2:8][CH:9]=O.FC(F)(F)C(O)=O.[CH3:21][C:22]1[S:23][CH:24]=[C:25]([C:27]([N:29]2[CH2:34][C:33]3([CH2:39][CH2:38][NH:37][CH2:36][CH2:35]3)[O:32][CH2:31][CH2:30]2)=[O:28])[N:26]=1.C(O)(=O)C.C(O[BH-](OC(=O)C)OC(=O)C)(=O)C.[Na+]>CO>[OH:1][CH2:2][CH2:3][C:4]1[CH:5]=[C:6]([CH:11]=[CH:12][CH:13]=1)[O:7][CH2:8][CH2:9][N:37]1[CH2:38][CH2:39][C:33]2([O:32][CH2:31][CH2:30][N:29]([C:27]([C:25]3[N:26]=[C:22]([CH3:21])[S:23][CH:24]=3)=[O:28])[CH2:34]2)[CH2:35][CH2:36]1 |f:1.2,4.5|. Procedure details: A suspension of 2-(3-(2-hydroxyethyl)phenoxy)acetaldehyde (example 24, step b) (0.143 g) and (2-methylthiazol-4-yl)(1-oxa-4,9-diazaspiro[5.5]undecan-4-yl)methanone trifluoroacetate (example 4, step h) (0.314 g) in methanol (10 mL) was treated with acetic acid (0.045 mL) and stirred at room temperature for 30 minutes. The mixture was cooled in ice-water, treated with sodium triacetoxyborohydride (0.254 g) and stirred over 3 days, allowing the ice-bath to expire. The resulting solution was purifie... Reactants: COC(=O)C1N(C(CN(C1)S(=O)(=O)C1=CC2=C(S1)C=C(C=C2)Cl)=O)CC2=CC(=C(C=C2)C#N)N ((±)-1-(3-amino-4-cyano-benzyl)-4-(6-chloro-benzo[b]thiophene-2-sulfonyl)-6-oxo-piperazine-2-carboxylic acid methyl ester), C1CCOC1.CO (THF MeOH), LiOH monohydrate. The reagents and catalysts are O (Water). Run in O (water). Run at time 16 hour. Yields the product NC=1C=C(CN2C(CN(CC2=O)S(=O)(=O)C2=CC3=C(S2)C=C(C=C3)Cl)C(=O)O)C=CC1C#N ((±)-1-(3-Amino-4-cyano-benzyl)-4-(6-chloro-benzo[b]thiophene-2-sulfonyl)-6-oxo-piperazine-2-carboxylic acid). Isolated yield 39.6%. Reaction SMILES: C[O:2][C:3]([CH:5]1[CH2:10][N:9]([S:11]([C:14]2[S:18][C:17]3[CH:19]=[C:20]([Cl:23])[CH:21]=[CH:22][C:16]=3[CH:15]=2)(=[O:13])=[O:12])[CH2:8][C:7](=[O:24])[N:6]1[CH2:25][C:26]1[CH:31]=[CH:30][C:29]([C:32]#[N:33])=[C:28]([NH2:34])[CH:27]=1)=[O:4].C1COCC1.CO>O>[NH2:34][C:28]1[CH:27]=[C:26]([CH:31]=[CH:30][C:29]=1[C:32]#[N:33])[CH2:25][N:6]1[C:7](=[O:24])[CH2:8][N:9]([S:11]([C:14]2[S:18][C:17]3[CH:19]=[C:20]([Cl:23])[CH:21]=[CH:22][C:16]=3[CH:15]=2)(=[O:12])=[O:13])[CH2:10][CH:5]1[C:3]([OH:4])=[O:2] |f:1.2|. Reported procedure: Water (5 drops) is added to a solution containing (±)-1-(3-amino-4-cyano-benzyl)-4-(6-chloro-benzo[b]thiophene-2-sulfonyl)-6-oxo-piperazine-2-carboxylic acid methyl ester (30 mg, 0.05 mmol), EXAMPLE 99, in a 1:1 mixture of THF/MeOH (2 mL). At ambient temperature, LiOH monohydrate (7 mg, 1.66 mmol) is then added. After 16 h, the reaction mixture is diluted with water and purified by reverse-phase HPLC [Buffer A: water w/0.1% TFA; Buffer B: CH3CN w/0.1% TFA; Gradient: 0% B to 60% B over 30 min] to...